From a dataset of the Open Reaction Database (ORD), a public repository of structured organic reaction records. describe an organic reaction: reactants, conditions, products, and yield Reactants: CO, CO, ClC(Cl)Cl, O=C(O)c1ccc2cc(O)ccc2c1, O=S(=O)(O)O. Product: COC(=O)c1ccc2cc(O)ccc2c1. RXN SMILES: [CH3:24][OH:25].[CH3:26][OH:27].[Cl:20][CH:21]([Cl:22])[Cl:23].[OH:1][c:2]1[cH:3][c:4]2[cH:5][cH:6][c:7]([C:12](=[O:13])[OH:14])[cH:8][c:9]2[cH:10][cH:11]1.[S:15](=[O:16])(=[O:17])([OH:18])[OH:19]>>[OH:1][c:2]1[cH:3][c:4]2[cH:5][cH:6][c:7]([C:12](=[O:13])[O:14][CH3:21])[cH:8][c:9]2[cH:10][cH:11]1. Reactants: COC=1C=CC(=CC1)P2(=S)SP(=S)(S2)C=3C=CC(=CC3)OC (Lawesson's reagent), COC=1C=CC=2C3=C(NC2C1)C(C(C3)CC3CCN(CC3)C(=O)OC(C)(C)C)=O (1,2,3,4-tetrahydro-6-methoxy-2-[[1-(t-butoxycarbonyl)-4-piperidinyl]methyl]cyclopent[b]indol-3-one). Solvent: C1(=CC=CC=C1)C (toluene). Run at temperature 80 celsius. Yields the product COC=1C=CC=2C3=C(NC2C1)C(C(C3)CC3CCN(CC3)C(=O)OC(C)(C)C)=S (1,2,3,4-tetrahydro-6-methoxy-2-[[1-(t-butoxycarbonyl)-4-piperidinyl]methyl]cyclopent[b]indol-3 -thione). The yield is 112.6%. RXN SMILES: COC1C=CC(P2(SP(C3C=CC(OC)=CC=3)(=S)S2)=[S:10])=CC=1.[CH3:23][O:24][C:25]1[CH:26]=[CH:27][C:28]2[C:29]3[CH2:36][CH:35]([CH2:37][CH:38]4[CH2:43][CH2:42][N:41]([C:44]([O:46][C:47]([CH3:50])([CH3:49])[CH3:48])=[O:45])[CH2:40][CH2:39]4)[C:34](=O)[C:30]=3[NH:31][C:32]=2[CH:33]=1>C1(C)C=CC=CC=1>[CH3:23][O:24][C:25]1[CH:26]=[CH:27][C:28]2[C:29]3[CH2:36][CH:35]([CH2:37][CH:38]4[CH2:43][CH2:42][N:41]([C:44]([O:46][C:47]([CH3:50])([CH3:49])[CH3:48])=[O:45])[CH2:40][CH2:39]4)[C:34](=[S:10])[C:30]=3[NH:31][C:32]=2[CH:33]=1. Reported procedure: Lawesson's reagent (244 mg, 0.60 mmol) was added to a mixture of the title compound of Example 60 (400 mg, 1.01 mmol) in toluene and the resulting mixture was heated to 80° C. for 15 minutes. The reaction mixture was concentrated and the residue was purified by chromatography to give the title compound (280 mg, 67%) as an orange solid. Recrystallization from ethyl acetate gave orange crystals, mp. 188°-189° C.; Anal. Calc. for C23H30N2O3S: C, 66.64; H, 7.29; N, 6.76; Found: C, 66.42; H, 7.17; N,... Reactants: C(CCCCCCC)O (1-Octanol), C(C)(=O)[O-].[Na+] (sodium acetate). The reagents and catalysts are CC1(CC(CC(N1O)(C)C)O)C (4-hydroxy TEMPO). Solvent: ClCCl (dichloromethane). Product: C(CCCCCCC)=O (1-octanal). Yield: 90.2%. RXN SMILES: [CH2:1]([OH:9])[CH2:2][CH2:3][CH2:4][CH2:5][CH2:6][CH2:7][CH3:8].C([O-])(=O)C.[Na+]>CC1(C)N(O)C(C)(C)CC(O)C1.ClCCl>[CH:1](=[O:9])[CH2:2][CH2:3][CH2:4][CH2:5][CH2:6][CH2:7][CH3:8] |f:1.2|. Procedure: 1-Octanol (2.0 g, 15.4 mmol), sodium acetate (1.8 g, 21.6 mmol), 4-hydroxy TEMPO (53 mg, 0.31 mmol) and dichloromethane (15 ml) were put in a 50-ml egg plant type flask. The suspension was cooled to less than 10° C. in an ice bath, and thereto was added NBA (2.5 g, 18.5 mmol)divided in two portions. The insoluble materials were filtered off and the filtrate was washed with 5% aqueous sodium bicarbonate solution. The crude product was purified by distillation to give 1-octanal (1.78 g, yield 90%)... Starting materials: C(C)(C)(C)OC(=O)N1CCC(CC1)C1=C(C=CC=C1)CO (4-(2-Hydroxymethylphenyl)piperidine-1-carboxylic acid t-butyl ester), C1CN2CCN1CC2 (triethylenediamine), C(Cl)Cl (DCM), S(=O)(=O)(C1=CC=C(C)C=C1)Cl (TsCl). Solvent: CCOC(=O)C (EtOAc). Reaction conditions: temperature 0 celsius, time 60 minute. Yields the product C(C)(C)(C)OC(=O)N1CCC(CC1)C1=C(C=CC=C1)COS(=O)(=O)C1=CC=C(C=C1)C (4-[2-(Toluene-4-sulfonyloxymethyl)phenyl]piperidine-1-carboxylic Acid t-Butyl Ester). The yield is 112.2%. RXN SMILES: [C:1]([O:5][C:6]([N:8]1[CH2:13][CH2:12][CH:11]([C:14]2[CH:19]=[CH:18][CH:17]=[CH:16][C:15]=2[CH2:20][OH:21])[CH2:10][CH2:9]1)=[O:7])([CH3:4])([CH3:3])[CH3:2].C1N2CCN(CC2)C1.C(Cl)Cl.[S:33](Cl)([C:36]1[CH:42]=[CH:41][C:39]([CH3:40])=[CH:38][CH:37]=1)(=[O:35])=[O:34]>CCOC(C)=O>[C:1]([O:5][C:6]([N:8]1[CH2:13][CH2:12][CH:11]([C:14]2[CH:19]=[CH:18][CH:17]=[CH:16][C:15]=2[CH2:20][O:21][S:33]([C:36]2[CH:42]=[CH:41][C:39]([CH3:40])=[CH:38][CH:37]=2)(=[O:35])=[O:34])[CH2:10][CH2:9]1)=[O:7])([CH3:4])([CH3:2])[CH3:3]. Reported procedure: 4-(2-Hydroxymethylphenyl)piperidine-1-carboxylic acid t-butyl ester (0.4 g, 1.0 mmol, 1.0 eq.) and triethylenediamine (220 mg, 2.0 mmol, 1.4 eq.) were dissolved in DCM (11 mL, 170 mmol). The mixture was cooled at 0° C. under nitrogen, TsCl (290 mg, 1.5 mmol, 1.1 eq.) was added, and the mixture was stirred at 0° C. for an additional 60 minutes. The mixture was diluted with EtOAc (50 mL) and washed with water (2×25 mL). The organic layer was dried over anhydrous Na2SO4, filtered and concentrated b... The reactants are BrCC=CCBr, CCOP(OCC)OCC. Product: CCOP(=O)(CC=CCBr)OCC. Reaction SMILES: [Br:1][CH2:2][CH:3]=[CH:4][CH2:5][Br:6].[CH2:7]([CH3:8])[O:9][P:10]([O:11][CH2:12][CH3:13])[O:14][CH2:15][CH3:16]>>[Br:1][CH2:2][CH:3]=[CH:4][CH2:5][P:10]([O:9][CH2:7][CH3:8])([O:11][CH2:12][CH3:13])=[O:14]. Starting materials: ClC1=CC(=CC=C1)C(=O)OO (3-chloroperbenzoic acid), OC(/C=C/C=C1C(C=C(C1=O)SC)(CCCCOC1=CC=CC=C1)O)CCCO (5-[(E)-4,7-dihydroxy-2-heptenylidene]-4-hydroxy-2-methylthio-4-(4-phenoxybutyl)-2-cyclopentenone), C(O)([O-])=O.[Na+] (sodium hydrogencarbonate). Run in ClCCl (dichloromethane), ClCCl (dichloromethane). Conditions: time 3 hour. Yields the product OC(/C=C/C=C1C(C=C(C1=O)S(=O)C)(CCCCOC1=CC=CC=C1)O)CCCO (5-[(E)-4,7-dihydroxyheptenylidene]-4-hydroxy-2-methylsulfinyl-4-(4-phenoxybutyl)-2-cyclopentenone). Isolated yield 38.0%. Reaction SMILES: [OH:1][CH:2]([CH2:26][CH2:27][CH2:28][OH:29])/[CH:3]=[CH:4]/[CH:5]=[C:6]1[C:10](=[O:11])[C:9]([S:12][CH3:13])=[CH:8][C:7]1([OH:25])[CH2:14][CH2:15][CH2:16][CH2:17][O:18][C:19]1[CH:24]=[CH:23][CH:22]=[CH:21][CH:20]=1.ClC1C=CC=C(C(OO)=[O:38])C=1.C(=O)([O-])O.[Na+]>ClCCl>[OH:1][CH:2]([CH2:26][CH2:27][CH2:28][OH:29])/[CH:3]=[CH:4]/[CH:5]=[C:6]1[C:10](=[O:11])[C:9]([S:12]([CH3:13])=[O:38])=[CH:8][C:7]1([OH:25])[CH2:14][CH2:15][CH2:16][CH2:17][O:18][C:19]1[CH:24]=[CH:23][CH:22]=[CH:21][CH:20]=1 |f:2.3|. Procedure details: To a solution of 71 mg of 5-[(E)-4,7-dihydroxy-2-heptenylidene]-4-hydroxy-2-methylthio-4-(4-phenoxybutyl)-2-cyclopentenone obtained in Example 91 dissolved in 2 ml of dichloromethane was added a solution of 45 mg of 3-chloroperbenzoic acid in 2 ml of dichloromethane, and the mixture was stirred for 3 hours. Saturated aqueous sodium hydrogencarbonate was added. The mixture was extracted twice with ethyl acetate, and the organic layers were combined, washed with saturated aqueous sodium chloride a... Reactants: FCC=1C=C(N)C=CC1 (3-Fluoromethyl aniline), C([O-])(O)=O.[Na+] (sodium bicarbonate), ClCC(=O)OC (methyl chloroacetate). Solvent: O (water). Run at temperature 90 celsius. Product: COC(CNC1=CC(=CC=C1)CF)=O (N-[3-(Fluoromethyl)phenyl]glycine methyl ester). The yield is 48.1%. RXN SMILES: [F:1][CH2:2][C:3]1[CH:4]=[C:5]([CH:7]=[CH:8][CH:9]=1)[NH2:6].C(=O)(O)[O-].[Na+].Cl[CH2:16][C:17]([O:19][CH3:20])=[O:18]>O>[CH3:20][O:19][C:17](=[O:18])[CH2:16][NH:6][C:5]1[CH:7]=[CH:8][CH:9]=[C:3]([CH2:2][F:1])[CH:4]=1 |f:1.2|. Reported procedure: 3-Fluoromethyl aniline (containing 37% 3-methylaniline, 13.6 g≡68 mmol) was mixed with dry acetonitrite (10 ml), sodium bicarbonate (15.4 g, 183 mmol) and methyl chloroacetate (12 ml, 137 mmol) and heated to 90° C. under nitrogen for 14 h. The cooled reaction mixture was poured into water (100 ml) and extracted with ethyl acetate (4×100 ml). The combined organic extracts were dried (Na2SO4) and concentrated in vacuo to give an orange oil. The crude product was purified by chromatography on silic... The reactants are CO, CNC(=O)c1cc(F)c(F)cc1[N+](=O)[O-], [H][H]. As a reaction SMILES: [CH3:18][OH:19].[F:1][c:2]1[cH:3][c:4]([N+:13]([O-:14])=[O:15])[c:5]([C:6](=[O:7])[NH:8][CH3:9])[cH:10][c:11]1[F:12].[H:16][H:17]>>[F:1][c:2]1[cH:3][c:4]([NH2:13])[c:5]([C:6](=[O:7])[NH:8][CH3:9])[cH:10][c:11]1[F:12]. Yields the product CNC(=O)c1cc(F)c(F)cc1N.